This data is from the Open Reaction Database (ORD), a public repository of structured organic reaction records. The task is: describe an organic reaction: reactants, conditions, products, and yield Reactants: COC=1N=NC=CC1 (3-methoxypyridazine), COC(=O)C#CC(=O)OC (Dimethylacetylene dicarboxylate). Solvent: CO (methanol). Run at temperature 0 celsius. Yields the product COC=1C=CC=2N(N1)C(=C(C2C(=O)OC)C(=O)OC)C(=O)OC (Trimethyl 2-methoxypyrrolo[1,2-b]pyridazine-5,6,7-tricarboxylate). As a reaction SMILES: [CH3:1][O:2][C:3]1[N:4]=[N:5][CH:6]=[CH:7][CH:8]=1.[CH3:9][O:10][C:11]([C:13]#[C:14][C:15]([O:17][CH3:18])=[O:16])=[O:12]>CO>[CH3:1][O:2][C:3]1[CH:8]=[CH:7][C:6]2[N:5]([C:13]([C:11]([O:10][CH3:9])=[O:12])=[C:14]([C:15]([O:17][CH3:18])=[O:16])[C:13]=2[C:11]([O:10][CH3:9])=[O:12])[N:4]=1. Reported procedure: Commercially available 3-methoxypyridazine (3.00 g, 27.3 mmol) was dissolved in methanol (60 mL) and cooled to 0° C. Dimethylacetylene dicarboxylate (4.00 mL, 32.8 mmol, 1.2 eq) was added dropwise while the reaction was rapidly stirred. The mixture was maintained at −20° C. for two days. A pale yellow solid formed during this time that was recovered by filtration and washed with cold methanol (2 mL) to furnish an off white solid. MS m/z 323.1 (M+1).